From a dataset of the Open Reaction Database (ORD), a public repository of structured organic reaction records. describe an organic reaction: reactants, conditions, products, and yield Starting materials: O1C(=CC=C1)C1=NC2=C(N1CC1=CC=C(C=C1)C=1C(=CC=CC1)C(=O)OC(C)(C)C)C=CC=C2 (tert.butyl 4'-[(2-(fur-2-yl)-benzimidazol-1-yl)-methyl]-biphenyl-2-carboxylate), FC(C(=O)O)(F)F (trifluoroacetic acid). The product is O1C(=CC=C1)C1=NC2=C(N1CC1=CC=C(C=C1)C=1C(=CC=CC1)C(=O)O)C=CC=C2 (4'-[(2-(Fur-2-yl)-benzimidazol-1-yl)-methyl]biphenyl-2-carboxylic acid). Reaction SMILES: [O:1]1[CH:5]=[CH:4][CH:3]=[C:2]1[C:6]1[N:10]([CH2:11][C:12]2[CH:17]=[CH:16][C:15]([C:18]3[C:19]([C:24]([O:26]C(C)(C)C)=[O:25])=[CH:20][CH:21]=[CH:22][CH:23]=3)=[CH:14][CH:13]=2)[C:9]2[CH:31]=[CH:32][CH:33]=[CH:34][C:8]=2[N:7]=1.FC(F)(F)C(O)=O>>[O:1]1[CH:5]=[CH:4][CH:3]=[C:2]1[C:6]1[N:10]([CH2:11][C:12]2[CH:13]=[CH:14][C:15]([C:18]3[C:19]([C:24]([OH:26])=[O:25])=[CH:20][CH:21]=[CH:22][CH:23]=3)=[CH:16][CH:17]=2)[C:9]2[CH:31]=[CH:32][CH:33]=[CH:34][C:8]=2[N:7]=1. Procedure details: Prepared in analogous manner to Example 9 from tert.butyl 4'-[(2-(fur-2-yl)-benzimidazol-1-yl)-methyl]-biphenyl-2-carboxylate and trifluoroacetic acid. The reactants are COc1cc(C=O)cc(F)c1OCc1ccccc1, CC(C)=O, [K+], O=[Mn](=O)(=O)[O-], O. The product is COc1cc(C(=O)O)cc(F)c1OCc1ccccc1. RXN SMILES: [CH2:1]([c:2]1[cH:3][cH:4][cH:5][cH:6][cH:7]1)[O:8][c:9]1[c:10]([F:19])[cH:11][c:12]([CH:13]=[O:14])[cH:15][c:16]1[O:17][CH3:18].[CH3:27][C:28](=[O:29])[CH3:30].[K+:26].[Mn:21](=[O:22])([O-:23])(=[O:24])=[O:25].[OH2:20]>>[CH2:1]([c:2]1[cH:3][cH:4][cH:5][cH:6][cH:7]1)[O:8][c:9]1[c:10]([F:19])[cH:11][c:12]([C:13](=[O:14])[OH:22])[cH:15][c:16]1[O:17][CH3:18]. Reactants: [BH4-], CO, CCCCCCC(=O)CC, [Na+]. Product: CCCCCCC(O)CC. Reaction SMILES: [BH4-:11].[CH3:13][OH:14].[CH3:1][CH2:2][C:3]([CH2:4][CH2:5][CH2:6][CH2:7][CH2:8][CH3:9])=[O:10].[Na+:12]>>[CH3:1][CH2:2][CH:3]([CH2:4][CH2:5][CH2:6][CH2:7][CH2:8][CH3:9])[OH:10]. As a reaction SMILES: [C:1]([O:4][CH2:5][CH2:6][CH2:7][CH2:8][CH2:9][CH:10]=[O:11])(=[O:3])[CH3:2].[Cl-].[CH3:13][NH2+]C.C=O>>[C:1]([O:4][CH2:5][CH2:6][CH2:7][CH2:8][C:9](=[CH2:13])[CH:10]=[O:11])(=[O:3])[CH3:2] |f:1.2|. Procedure: 16 g (101.1 mmol) of 6-acetoxyhexanal, 9.2 g (113 mmol) of dimethylammonium chloride and 9.2 ml (118.3 mmol) of a 37% solution of formaldehyde are stirred for 1 hour at a bath temperature of 110° C. The mixture is allowed to cool and extracted three times with CH2Cl2. The combined organic phases are dried over Na2SO4, filtered, and concentrated by evaporation giving 6-acetoxy-2-methylene-hexanal as a slightly yellowish oil which is further reacted without purification. Reactants: C(C)(=O)OCCCCCC=O (6-acetoxyhexanal), [Cl-].C[NH2+]C (dimethylammonium chloride), solution, C=O (formaldehyde). Yields the product C(C)(=O)OCCCCC(C=O)=C (6-acetoxy-2-methylene-hexanal).